The task is: describe an organic reaction: reactants, conditions, products, and yield. This data is from the Open Reaction Database (ORD), a public repository of structured organic reaction records. Starting materials: C(C1=CC=CC=C1)OC1=C(SC=C1)C(=O)N(C)OC (3-(benzyloxy)-N-methoxy-N-methyl-2-thiophene-carboxamide), C[Mg]Br (methyl-magnesium bromide). Solvent: C1CCOC1 (THF), C1CCOC1 (THF). Run at temperature 0 celsius, time 1 hour. Yields the product C(C1=CC=CC=C1)OC1=C(SC=C1)C(C)=O (1-[3-(benzyloxy)-2-thienyl]ethanone). The yield is 89.0%. As a reaction SMILES: [CH2:1]([O:8][C:9]1[CH:13]=[CH:12][S:11][C:10]=1[C:14](N(OC)C)=[O:15])[C:2]1[CH:7]=[CH:6][CH:5]=[CH:4][CH:3]=1.[CH3:20][Mg]Br>C1COCC1>[CH2:1]([O:8][C:9]1[CH:13]=[CH:12][S:11][C:10]=1[C:14](=[O:15])[CH3:20])[C:2]1[CH:3]=[CH:4][CH:5]=[CH:6][CH:7]=1. Reported procedure: To a cold (0° C.) solution of 3-(benzyloxy)-N-methoxy-N-methyl-2-thiophene-carboxamide (3.47 g, 12.50 mmol) in THF (50 mL) was added a solution of methyl-magnesium bromide in THF (1 M, 35 mL). After being stirred at 0° C. for 1 hr, the reaction mixture was quenched with saturated aqueous NH4Cl solution, diluted with water, and extracted with ethyl acetate. The separated organic phase was washed with brine, dried over Na2SO4, filtered and evaporated. The residue was purified by column chromatogra...